From a dataset of the Open Reaction Database (ORD), a public repository of structured organic reaction records. describe an organic reaction: reactants, conditions, products, and yield Yields the product COc1nc(N)nc2c1CCC2. Reactants: C[O-], CO, Nc1nc(Cl)c2c(n1)CCC2, [Na+], Cc1ccccc1C. RXN SMILES: [CH3:12][O-:13].[CH3:23][OH:24].[Cl:1][c:2]1[n:3][c:4]([NH2:11])[n:5][c:6]2[c:7]1[CH2:8][CH2:9][CH2:10]2.[Na+:14].[c:15]1([CH3:16])[c:17]([CH3:18])[cH:19][cH:20][cH:21][cH:22]1>>[c:2]1([O:13][CH3:12])[n:3][c:4]([NH2:11])[n:5][c:6]2[c:7]1[CH2:8][CH2:9][CH2:10]2. The product is ClC=1C=CC=2C3=C(C(=NC2C1)O)C(NN=C3)=O (8-Chloro-5-hydroxy-3,4-dihydro-pyridazino [4,5-c]quinolin-4-one). Reported procedure: 2.0 g (0.0079 mol) of (RS)-7-chloro-1,4-dihydroxy-1,3-dihydro-furo[3,4-c]quinolin-3-one were dissolved in 20 ml of dimethyl sulphoxide while gassing with argon. 0.40 g (0.0062 mol) of hydrazine hydrate was added thereto and the mixture was stirred at room temperature for 90 hrs. The suspension obtained was suction filtered and rinsed with ethyl acetate. Yield: 1.21 g (61%) of 8-chloro-5-hydroxy-3,4-dihydropyridazino[4,5-c]quinolin-4-one as yellow crystals; m.p. >350° C. RXN SMILES: [Cl:1][C:2]1[CH:3]=[CH:4][C:5]2[C:6]3[CH:15](O)[O:14][C:13](=O)[C:7]=3[C:8]([OH:12])=[N:9][C:10]=2[CH:11]=1.O.[NH2:19][NH2:20]>CS(C)=O>[Cl:1][C:2]1[CH:3]=[CH:4][C:5]2[C:6]3[CH:15]=[N:20][NH:19][C:13](=[O:14])[C:7]=3[C:8]([OH:12])=[N:9][C:10]=2[CH:11]=1 |f:1.2|. Solvent: CS(=O)C (dimethyl sulphoxide). Reaction conditions: time 90 hour. Starting materials: ClC=1C=CC=2C3=C(C(=NC2C1)O)C(OC3O)=O ((RS)-7-chloro-1,4-dihydroxy-1,3-dihydro-furo[3,4-c]quinolin-3-one), O.NN (hydrazine hydrate). Procedure: A mixture of 3.7 g (10 mmole) of 8-chloro-5-bromo-1-phenyl-3H-2-benzazepine hydrochloride, 0.4 g (0.6 mmole) of dichlorobis(triphenylphosphine)palladium (II), 0.2 g (1 mmole) cuprous iodide and 2 ml (excess) of 97% N-methylpropargylamine in 50 ml of 98% diethylamine and 100 ml of methylene chloride was stirred at room temperature under nitrogen for 24 hr. The reaction was concentrated at reduced pressure to dryness. The residue was dissolved in methylene chloride and extracted with dilute ice co... The product is Cl.Cl.ClC1=CC2=C(C(=CCN=C2C2=CC=CC=C2)C#CCNC)C=C1 (8-Chloro-5-(N-methyl-1-amino-2-propyn-3-yl)-1-phenyl-3H-2-benzazepine dihyrochloride). Conditions: time 24 hour. Solvent: C(C)NCC (diethylamine), C(Cl)Cl (methylene chloride). The reagents and catalysts are Cl[Pd]([P](C1=CC=CC=C1)(C2=CC=CC=C2)C3=CC=CC=C3)([P](C4=CC=CC=C4)(C5=CC=CC=C5)C6=CC=CC=C6)Cl (dichlorobis(triphenylphosphine)palladium). Reactants: Cl (hydrogen chloride), Cl.ClC1=CC2=C(C(=CCN=C2C2=CC=CC=C2)Br)C=C1 (8-chloro-5-bromo-1-phenyl-3H-2-benzazepine hydrochloride), cuprous iodide, CNCC#C (N-methylpropargylamine). As a reaction SMILES: [ClH:1].[Cl:2][C:3]1[CH:20]=[CH:19][C:6]2[C:7](Br)=[CH:8][CH2:9][N:10]=[C:11]([C:12]3[CH:17]=[CH:16][CH:15]=[CH:14][CH:13]=3)[C:5]=2[CH:4]=1.[CH3:21][NH:22][CH2:23][C:24]#[CH:25].Cl>C(NCC)C.C(Cl)Cl.Cl[Pd](Cl)([P](C1C=CC=CC=1)(C1C=CC=CC=1)C1C=CC=CC=1)[P](C1C=CC=CC=1)(C1C=CC=CC=1)C1C=CC=CC=1>[ClH:2].[ClH:1].[Cl:2][C:3]1[CH:20]=[CH:19][C:6]2[C:7]([C:25]#[C:24][CH2:23][NH:22][CH3:21])=[CH:8][CH2:9][N:10]=[C:11]([C:12]3[CH:17]=[CH:16][CH:15]=[CH:14][CH:13]=3)[C:5]=2[CH:4]=1 |f:0.1,7.8.9,^1:37,56|. The reactants are BrCCCCCCCCCCC (1-bromoundecane), O (H2O), [N+](=O)([O-])C1=CC=C(C(C=O)=C1)O (5-Nitrosalicylaldehyde), C(=O)([O-])[O-].[K+].[K+] (K2CO3). Run in CN(C)C=O (DMF), CN(C)C=O (DMF). Run at time 20 minute. The product is C(CCCCCCCCCC)OC1=C(C=O)C=C(C=C1)[N+](=O)[O-] (2-Undecyloxy-5-nitrobenzaldehyde). As a reaction SMILES: [N+:1]([C:4]1[CH:11]=[C:8]([CH:9]=[O:10])[C:7]([OH:12])=[CH:6][CH:5]=1)([O-:3])=[O:2].C([O-])([O-])=O.[K+].[K+].Br[CH2:20][CH2:21][CH2:22][CH2:23][CH2:24][CH2:25][CH2:26][CH2:27][CH2:28][CH2:29][CH3:30].O>CN(C=O)C>[CH2:30]([O:12][C:7]1[CH:6]=[CH:5][C:4]([N+:1]([O-:3])=[O:2])=[CH:11][C:8]=1[CH:9]=[O:10])[CH2:29][CH2:28][CH2:27][CH2:26][CH2:25][CH2:24][CH2:23][CH2:22][CH2:21][CH3:20] |f:1.2.3|. Procedure: 5-Nitrosalicylaldehyde (1.7 g, 10 mm) was dissolved in 20 ml dry DMF and K2CO3 (2.2 g, 16 mm) was added cautiously. The reaction was stirred at room temperature for 20 minutes and 1-bromoundecane (2.6 g, 11 mm), in 20 ml dry DMF, was added dropwise to the mixture. The reaction was heated at 89° C. for 3 days, cooled and poured into 100 ml H2O. The product was extracted with diethyl ether, washed with 5% aqueous Na2CO3 and brine, and dried over MgSO4. Filtration and evaporation of the solvent yie... The reactants are NC=1C(=NC2=CC=CC=C2C1NCCCCNC(OC(C)(C)C)=O)Cl (tert-butyl 4-[(3-amino-2-chloroquinolin-4-yl)amino]butylcarbamate), N#CBr (cyanogen bromide), N#CBr (cyanogen bromide). Solvent: C(C)O (ethanol). Conditions: temperature 110 celsius, time 3 hour. Yields the product NC=1N(C2=C(C(=NC=3C=CC=CC23)Cl)N1)CCCCNC(OC(C)(C)C)=O (tert-butyl 4-(2-amino-4-chloro-1H-imidazo[4,5-c]quinolin-1-yl)butylcarbamate). Reaction SMILES: [NH2:1][C:2]1[C:3]([Cl:25])=[N:4][C:5]2[C:10]([C:11]=1[NH:12][CH2:13][CH2:14][CH2:15][CH2:16][NH:17][C:18](=[O:24])[O:19][C:20]([CH3:23])([CH3:22])[CH3:21])=[CH:9][CH:8]=[CH:7][CH:6]=2.[N:26]#[C:27]Br>C(O)C>[NH2:26][C:27]1[N:12]([CH2:13][CH2:14][CH2:15][CH2:16][NH:17][C:18](=[O:24])[O:19][C:20]([CH3:21])([CH3:22])[CH3:23])[C:11]2[C:10]3[CH:9]=[CH:8][CH:7]=[CH:6][C:5]=3[N:4]=[C:3]([Cl:25])[C:2]=2[N:1]=1. Reported procedure: A solution of tert-butyl 4-[(3-amino-2-chloroquinolin-4-yl)amino]butylcarbamate (Nanba et al, U.S. Pat. No. 6,069,149, Example 14, 9.5 g, 26 mmol) in ethanol (100 mL) was heated to 110° C.; cyanogen bromide (2.98 g, 28.6 mmol) was added. The reaction was stirred for three hours at 110° C., and an analysis by LC/MS indicated the presence of starting material. Additional cyanogen bromide (0.55 equivalent) was added, and the reaction was stirred for three days at 110° C. and allowed to cool to room...